Dataset: the Open Reaction Database (ORD), a public repository of structured organic reaction records. Task: describe an organic reaction: reactants, conditions, products, and yield Reactants: ice, C1(=C(C(=CC(=C1)C)C)S(=O)(=O)ON)C (O-(mesitylsulfonyl)hydroxylamine), CC1=C(C(=O)OC)C=CN=C1 (methyl 3-methylisonicotinate). Run in ClCCl (dichloromethane), ClCCl (dichloromethane), C(C)OCC (diethyl ether). Run at temperature 25 celsius, time 3 hour. The product is CC1=C(C(=CC(=C1)C)C)S(=O)(=O)[O-].N[N+]1=CC(=C(C=C1)C(=O)OC)C (1-amino-4-(methoxycarbonyl)-3-methylpyridinium 2,4,6-trimethylbenzenesulfonate). Isolated yield 80.8%. As a reaction SMILES: [C:1]1([CH3:14])[CH:6]=[C:5]([CH3:7])[CH:4]=[C:3]([CH3:8])[C:2]=1[S:9]([O:12][NH2:13])(=[O:11])=[O:10].[CH3:15][C:16]1[CH:25]=[N:24][CH:23]=[CH:22][C:17]=1[C:18]([O:20][CH3:21])=[O:19]>ClCCl.C(OCC)C>[CH3:8][C:3]1[CH:4]=[C:5]([CH3:7])[CH:6]=[C:1]([CH3:14])[C:2]=1[S:9]([O-:12])(=[O:11])=[O:10].[NH2:13][N+:24]1[CH:23]=[CH:22][C:17]([C:18]([O:20][CH3:21])=[O:19])=[C:16]([CH3:15])[CH:25]=1 |f:4.5|. Procedure details: To an ice-cooled suspension (white) of O-(mesitylsulfonyl)hydroxylamine (1.75 g, 8.14 mmol) in dichloromethane (10 ml) is dropwise added a solution of methyl 3-methylisonicotinate (1.23 g, 8.14 mmol) in dichloromethane (3 ml). After the addition is completed, the resulting light yellow solution is stirred for 3 hours at 25° C. The solution is cooled to 0° C. and diluted with diethyl ether until a white solid precipitates. The suspension is stirred for 1 hour and the solid is collected by filtrat... Starting materials: O=C1NCCCN1N1CCN(Cc2ccccc2)CC1, C1CCOC1, C[Si](C)(C)[N-][Si](C)(C)C, CI, [Li+]. The product is CN1CCCN(N2CCN(Cc3ccccc3)CC2)C1=O. As a reaction SMILES: [CH2:11]([c:12]1[cH:13][cH:14][cH:15][cH:16][cH:17]1)[N:18]1[CH2:19][CH2:20][N:21]([N:24]2[C:25](=[O:30])[NH:26][CH2:27][CH2:28][CH2:29]2)[CH2:22][CH2:23]1.[CH2:33]1[O:34][CH2:35][CH2:36][CH2:37]1.[CH3:1][Si:2]([N-:3][Si:4]([CH3:5])([CH3:6])[CH3:7])([CH3:8])[CH3:9].[CH3:31][I:32].[Li+:10]>>[CH2:11]([c:12]1[cH:13][cH:14][cH:15][cH:16][cH:17]1)[N:18]1[CH2:19][CH2:20][N:21]([N:24]2[C:25](=[O:30])[N:26]([CH3:31])[CH2:27][CH2:28][CH2:29]2)[CH2:22][CH2:23]1.